Dataset: the Open Reaction Database (ORD), a public repository of structured organic reaction records. Task: describe an organic reaction: reactants, conditions, products, and yield Reactants: CC(=O)O, CCOC(=O)C(=NO)C(=O)CC, O=S(=O)(Cl)Cl. Product: CCOC(=O)C(=NO)C(=O)C(C)Cl. Reaction SMILES: [CH3:18][C:19](=[O:20])[OH:21].[OH:1][N:2]=[C:3]([C:4](=[O:5])[O:6][CH2:7][CH3:8])[C:9]([CH2:10][CH3:11])=[O:12].[S:13]([Cl:14])(=[O:15])([Cl:16])=[O:17]>>[OH:1][N:2]=[C:3]([C:4](=[O:5])[O:6][CH2:7][CH3:8])[C:9]([CH:10]([CH3:11])[Cl:16])=[O:12]. Reactants: ClC1=NSN=C1C1=C(C=CC=C1Cl)Cl (3-chloro-4-(2,6-dichlorophenyl)-1,2,5-thiadiazole), CN (methylamine). The solvent is O (water). Conditions: temperature 120 celsius, time 12 hour. Product: ClC1=C(C(=CC=C1)Cl)C1=NSN=C1NC (3-(2,6-dichlorophenyl)-4-methylamino-1,2,5-thiadiazole). As a reaction SMILES: Cl[C:2]1[C:6]([C:7]2[C:12]([Cl:13])=[CH:11][CH:10]=[CH:9][C:8]=2[Cl:14])=[N:5][S:4][N:3]=1.[CH3:15][NH2:16]>O>[Cl:14][C:8]1[CH:9]=[CH:10][CH:11]=[C:12]([Cl:13])[C:7]=1[C:6]1[C:2]([NH:16][CH3:15])=[N:3][S:4][N:5]=1. Procedure: In a stainless steel vessel, 5.31 g of 3-chloro-4-(2,6-dichlorophenyl)-1,2,5-thiadiazole and 100 ml of 40% aqueous methylamine solution were placed. After sealing the vessel, the solution was stirred at 120° C. for 12 hours. After allowing to cool, the mixture was poured into water and was extracted With ether. The ether layer was washed three times with water and three times with saturated aqueous sodium chloride solution. The resultant was then dried over anhydrous sodium sulfate and then the ... Product: O=C(CN1CCC(c2ccccc2)(c2ccccc2)C1=O)N1CCN(C(c2ccccc2)c2ccccc2)CC1. RXN SMILES: [CH2:43]([N:44]=[C:45]=[N:46][CH2:47][CH2:48][CH2:49][N:50]([CH3:51])[CH3:52])[CH3:53].[CH3:57][N:58]([CH3:59])[c:60]1[cH:61][cH:62][n:63][cH:64][cH:65]1.[CH:1]([c:2]1[cH:3][cH:4][cH:5][cH:6][cH:7]1)([c:8]1[cH:9][cH:10][cH:11][cH:12][cH:13]1)[N:14]1[CH2:15][CH2:16][NH:17][CH2:18][CH2:19]1.[Cl:54][CH2:55][Cl:56].[ClH:42].[O:20]=[C:21]1[N:22]([CH2:38][C:39](=[O:40])[OH:41])[CH2:23][CH2:24][C:25]1([c:26]1[cH:27][cH:28][cH:29][cH:30][cH:31]1)[c:32]1[cH:33][cH:34][cH:35][cH:36][cH:37]1>>[CH:1]([c:2]1[cH:3][cH:4][cH:5][cH:6][cH:7]1)([c:8]1[cH:9][cH:10][cH:11][cH:12][cH:13]1)[N:14]1[CH2:15][CH2:16][N:17]([C:39]([CH2:38][N:22]2[C:21](=[O:20])[C:25]([c:26]3[cH:27][cH:28][cH:29][cH:30][cH:31]3)([c:32]3[cH:33][cH:34][cH:35][cH:36][cH:37]3)[CH2:24][CH2:23]2)=[O:40])[CH2:18][CH2:19]1. Starting materials: CCN=C=NCCCN(C)C, CN(C)c1ccncc1, c1ccc(C(c2ccccc2)N2CCNCC2)cc1, ClCCl, Cl, O=C(O)CN1CCC(c2ccccc2)(c2ccccc2)C1=O. The reactants are BrC=1C=CC(=NC1)OC (5-bromo-2-methoxy-pyridine), [Li]CCCC (n-BuLi), [NH4+].[Cl-] (NH4Cl), CN(C)C=O (DMF). The solvent is CCOCC (ether), hexanes. Conditions: temperature -64 celsius, time 40 minute. The product is COC1=NC=C(C=C1)C=O (2-methoxy-pyridine-5-carboxaldehyde). As a reaction SMILES: Br[C:2]1[CH:3]=[CH:4][C:5]([O:8][CH3:9])=[N:6][CH:7]=1.[Li]CCCC.CN([CH:18]=[O:19])C.[NH4+].[Cl-]>CCOCC>[CH3:9][O:8][C:5]1[CH:4]=[CH:3][C:2]([CH:18]=[O:19])=[CH:7][N:6]=1 |f:3.4|. Reported procedure: To a solution of 5-bromo-2-methoxy-pyridine (8.50 g, 45.2 mmol) in 100 mL dry ether under argon at −64° C. was added 1.6 M n-BuLi in hexanes. The resulting mixture was stirred at −64° C. for 40 minutes and allowed to warm to −35° C. To the resulting suspension was added 7.0 mL of dry DMF over 10 minutes. After 15 minutes, the mixture was allowed to warm to 0° C. and 75 mL of 5% NH4Cl was added. The resulting mixture was separated and the aqueous layer extracted with EtOAc (3×75 mL). The organics... Reactants: C(C)(C)(C)OC(=O)N[C@H](C(=O)OC)CCSC1=NC=CC=C1 (methyl 2(S)-tert-butoxycarbonylamino-4-(pyridin-2-ylsulfanyl)butyrate), CS(=O)(=O)O (methanesulfonic acid). The solvent is C1CCOC1 (THF). Run at time 16 hour. Yields the product N[C@H](C(=O)OC)CCSC1=NC=CC=C1 (methyl 2(S)-amino-4-(pyridin-2-ylsulfanyl)butyrate), mesylate salt. RXN SMILES: C(OC([NH:8][C@@H:9]([CH2:14][CH2:15][S:16][C:17]1[CH:22]=[CH:21][CH:20]=[CH:19][N:18]=1)[C:10]([O:12][CH3:13])=[O:11])=O)(C)(C)C.CS(O)(=O)=O>C1COCC1>[NH2:8][C@@H:9]([CH2:14][CH2:15][S:16][C:17]1[CH:22]=[CH:21][CH:20]=[CH:19][N:18]=1)[C:10]([O:12][CH3:13])=[O:11]. Procedure: To methyl 2(S)-tert-butoxycarbonylamino-4-(pyridin-2-ylsulfanyl)butyrate (0.75 g, 2.4 mmol) in THF (5 mL) was added methanesulfonic acid (6.9 g, 7.2 mmol) in one portion. The solution was stirred for 16 h and the crude reaction mixture was concentrated to give methyl 2(S)-amino-4-(pyridin-2-ylsulfanyl)butyrate as the mesylate salt which was used directly in the next step. Reaction SMILES: ON1C2C=CC=CC=2N=N1.[Cl:11][C:12]1[CH:13]=[C:14]2[C:18](=[CH:19][CH:20]=1)[NH:17][CH:16]=[C:15]2[CH:21]1[CH2:26][CH2:25][NH:24][CH2:23][CH2:22]1.CN1CCOCC1.[CH3:34][N:35]([CH3:52])[C:36]1([C:46]2[CH:51]=[CH:50][CH:49]=[CH:48][CH:47]=2)[CH2:41][CH2:40][C:39](=[CH:42][C:43](O)=[O:44])[CH2:38][CH2:37]1.C1(N=C=NC2CCCCC2)CCCCC1.C(NC1CCCCC1)(NC1CCCCC1)=O.[OH-].[Na+]>CN(C)C=O.C(Cl)Cl.O>[Cl:11][C:12]1[CH:13]=[C:14]2[C:18](=[CH:19][CH:20]=1)[NH:17][CH:16]=[C:15]2[CH:21]1[CH2:26][CH2:25][N:24]([C:43](=[O:44])[CH:42]=[C:39]2[CH2:38][CH2:37][C:36]([N:35]([CH3:52])[CH3:34])([C:46]3[CH:47]=[CH:48][CH:49]=[CH:50][CH:51]=3)[CH2:41][CH2:40]2)[CH2:23][CH2:22]1 |f:6.7|. Reaction conditions: time 7 day. Run in CN(C=O)C (dimethylformamide), C(Cl)Cl (DCM), O (water). Reported procedure: 1-hydroxybenzotriazole (405 mg, 3.0 mmole), 5-chloro-3-piperidine-4-yl-1H indole (352 mg, 1.5 mmole) and N-methylmorpholine (0.333 ml, 3.0 mmole) were added in succession under argon to a solution of (4-dimethylamino-4-phenylcyclohexylidene)-acetic acid (444 mg, 1.5 mmole) in dry dimethylformamide (10 ml). The solution was cooled in an ice bath and dicyclohexylcarbodiimide (618 mg, 3.0 mmole) was added. The reaction mixture was stirred for 7 days at RT, the dicyclohexylurea precipitating out lit... The reactants are ON1N=NC2=C1C=CC=C2 (1-hydroxybenzotriazole), ClC=1C=C2C(=CNC2=CC1)C1CCNCC1 (5-chloro-3-piperidine-4-yl-1H indole), CN1CCOCC1 (N-methylmorpholine), CN(C1(CCC(CC1)=CC(=O)O)C1=CC=CC=C1)C ((4-dimethylamino-4-phenylcyclohexylidene)-acetic acid), C1(CCCCC1)N=C=NC1CCCCC1 (dicyclohexylcarbodiimide), [OH-].[Na+] (sodium hydroxide), C(=O)(NC1CCCCC1)NC1CCCCC1 (dicyclohexylurea). Product: ClC=1C=C2C(=CNC2=CC1)C1CCN(CC1)C(C=C1CCC(CC1)(C1=CC=CC=C1)N(C)C)=O (1-[4-(5-chloro-1H-indol-3-yl)piperidine-1-yl]-2-(4-dimethylamino-4-phenylcyclohexylidene)-ethanone). Starting materials: S([O-])(O)=O.[Na+] (sodium bisulfite), ClC1=NC=CC=C1F (2-chloro-3-fluoropyridine), OO (hydrogen peroxide), OO (hydrogen peroxide), three. The solvent is C(C)(=O)O (acetic acid). Run at temperature 75 celsius, time 4 hour. The product is ClC1=[N+](C=CC=C1F)[O-] (2-chloro-3-fluoropyridine N-oxide). RXN SMILES: [Cl:1][C:2]1[C:7]([F:8])=[CH:6][CH:5]=[CH:4][N:3]=1.OO.S(=O)(O)[O-:12].[Na+]>C(O)(=O)C>[Cl:1][C:2]1[C:7]([F:8])=[CH:6][CH:5]=[CH:4][N+:3]=1[O-:12] |f:2.3|. Procedure: A mixture of 2-chloro-3-fluoropyridine (11.8 g, 0.10 mol) and 11.4 ml of 30% hydrogen peroxide in acetic acid, 70 ml, is stirred at 75° C. for 4 hours. Additional 30% hydrogen peroxide, three 5 ml portions, is added over 24 hours followed by 3 ml of a saturated sodium bisulfite solution. The reaction mixture is concentrated to approximately 25 ml under reduced pressure at 55°-60° C., diluted with water, 30 ml, and made basic with potassium carbonate. The crude N-oxide is extracted into ethyl ace... The reactants are CCOC(=O)Cl, CC1CN(Cc2ccccc2)CCN1, [Na+], C1CCOC1, [OH-], O. The product is CCOC(=O)N1CCN(Cc2ccccc2)CC1C. RXN SMILES: [C:22]([O:23][CH2:24][CH3:25])(=[O:26])[Cl:27].[CH3:3][CH:4]1[CH2:5][N:6]([CH2:10][c:11]2[cH:12][cH:13][cH:14][cH:15][cH:16]2)[CH2:7][CH2:8][NH:9]1.[Na+:2].[O:17]1[CH2:18][CH2:19][CH2:20][CH2:21]1.[OH-:1].[OH2:28]>>[CH3:3][CH:4]1[CH2:5][N:6]([CH2:10][c:11]2[cH:12][cH:13][cH:14][cH:15][cH:16]2)[CH2:7][CH2:8][N:9]1[C:22]([O:23][CH2:24][CH3:25])=[O:26].